Dataset: the Open Reaction Database (ORD), a public repository of structured organic reaction records. Task: describe an organic reaction: reactants, conditions, products, and yield Starting materials: COc1ccc(P2(=S)SP(=S)(c3ccc(OC)cc3)S2)cc1, Cc1ccccc1, CC(C)OC(C)C, Oc1nnc(-c2ccccc2)c2ccccc12. The product is Sc1nnc(-c2ccccc2)c2ccccc12. RXN SMILES: [CH3:18][O:19][c:20]1[cH:21][cH:22][c:23]([P:24]2(=[S:27])[S:25][P:26]([c:28]3[cH:29][cH:30][c:31]([O:32][CH3:33])[cH:34][cH:35]3)(=[S:36])[S:37]2)[cH:38][cH:39]1.[CH3:47][c:48]1[cH:49][cH:50][cH:51][cH:52][cH:53]1.[CH:40]([O:41][CH:42]([CH3:43])[CH3:44])([CH3:45])[CH3:46].[OH:1][c:2]1[n:3][n:4][c:5](-[c:12]2[cH:13][cH:14][cH:15][cH:16][cH:17]2)[c:6]2[cH:7][cH:8][cH:9][cH:10][c:11]12>>[c:2]1([SH:27])[n:3][n:4][c:5](-[c:12]2[cH:13][cH:14][cH:15][cH:16][cH:17]2)[c:6]2[cH:7][cH:8][cH:9][cH:10][c:11]12. Procedure: A mixture of (S)-tert-butyl 1-(2-amino-4,5-difluorophenylamino)-1-oxopropan-2-ylcarbamate (3.454 g, 10.96 mmol) in AcOH (21.91 mL) was heated at 75° C. After 50 min, the mixture was concentrated in vacuo. The residue was dissolved in DCM (100 mL), washed with satd. sodium bicarbonate solution (50 mL×2), water (100 mL×1), and brine (100 mL×1). The product was precipitated from DCM. In order to dissolve the precipitate, EtOAc (100 mL) was added. The combined organic layers were dried over MgSO4, f... Reaction SMILES: [NH2:1][C:2]1[CH:7]=[C:6]([F:8])[C:5]([F:9])=[CH:4][C:3]=1[NH:10][C:11](=O)[C@@H:12]([NH:14][C:15](=[O:21])[O:16][C:17]([CH3:20])([CH3:19])[CH3:18])[CH3:13]>CC(O)=O>[F:9][C:5]1[C:6]([F:8])=[CH:7][C:2]2[NH:1][C:11]([C@@H:12]([NH:14][C:15](=[O:21])[O:16][C:17]([CH3:20])([CH3:19])[CH3:18])[CH3:13])=[N:10][C:3]=2[CH:4]=1. Isolated yield 76.8%. Solvent: CC(=O)O (AcOH). The product is FC1=CC2=C(NC(=N2)[C@H](C)NC(OC(C)(C)C)=O)C=C1F ((S)-tert-butyl 1-(5,6-difluoro-1H-benzo[d]imidazol-2-yl)ethylcarbamate). Run at temperature 75 celsius, time 50 minute. Reactants: NC1=C(C=C(C(=C1)F)F)NC([C@H](C)NC(OC(C)(C)C)=O)=O ((S)-tert-butyl 1-(2-amino-4,5-difluorophenylamino)-1-oxopropan-2-ylcarbamate). The product is CN1CCN(Cc2ccccc2)C(c2ccccc2)C1=O. As a reaction SMILES: [CH2:3]([c:4]1[cH:5][cH:6][cH:7][cH:8][cH:9]1)[N:10]1[CH:11]([c:17]2[cH:18][cH:19][cH:20][cH:21][cH:22]2)[C:12](=[O:16])[NH:13][CH2:14][CH2:15]1.[CH3:23][I:24].[CH3:25][N:26]([CH3:27])[CH:28]=[O:29].[H-:1].[Na+:2].[OH2:30]>>[CH2:3]([c:4]1[cH:5][cH:6][cH:7][cH:8][cH:9]1)[N:10]1[CH:11]([c:17]2[cH:18][cH:19][cH:20][cH:21][cH:22]2)[C:12](=[O:16])[N:13]([CH3:23])[CH2:14][CH2:15]1. Reactants: O=C1NCCN(Cc2ccccc2)C1c1ccccc1, CI, CN(C)C=O, [H-], [Na+], O. Reactants: C(=O)(OC(C)(C)C)N[C@H](CO[Si](C)(C)C(C)(C)C)C#C ((S)-N-Boc-2-amino-1(-tert-butyldimethylsilyloxy)-but-3-yne), [H-].[Na+] (NaH), CCOC(=O)C (EtOAc). Run in C1CCOC1 (THF), hexanes. The product is C(=O)(OC(C)(C)C)N(C)[C@H](CO[Si](C)(C)C(C)(C)C)C#C ((S)-2-(N-Boc-N-Methylamino)-1-(-tert-butyldimethylsilyloxy)-but-3-yne). As a reaction SMILES: [C:1]([NH:8][C@@H:9]([C:19]#[CH:20])[CH2:10][O:11][Si:12]([C:15]([CH3:18])([CH3:17])[CH3:16])([CH3:14])[CH3:13])([O:3][C:4]([CH3:7])([CH3:6])[CH3:5])=[O:2].[H-].[Na+].[CH3:23]COC(C)=O>C1COCC1>[C:1]([N:8]([C@@H:9]([C:19]#[CH:20])[CH2:10][O:11][Si:12]([C:15]([CH3:18])([CH3:17])[CH3:16])([CH3:14])[CH3:13])[CH3:23])([O:3][C:4]([CH3:6])([CH3:7])[CH3:5])=[O:2] |f:1.2|. Reported procedure: (S)-2-(N-Boc-N-Methylamino)-1-(-tert-butyldimethylsilyloxy)-but-3-yne was synthesized according to Method Y above by the treatment of (S)-N-Boc-2-amino-1-(-tert-butyldimethylsilyloxy)-but-3-yne (190 mg, 0.64 mmol) (Example 115B) with NaH (18 mg, 0.76 mmol) and Mel (180 mg, 1.27 mmol) in THF (5 mL). The product was obtained after silica gel column chromatography with a 0-10% EtOAc in hexanes gradient. (Yield 190 mg, 95%). The reactants are [BH3-]C#N, ClC(Cl)Cl, Cc1ncc(CN)n1-c1ccc(Cl)cc1C1(c2ccccc2F)SCCS1, [Na+]. Yields the product Cc1ncc(CN)n1-c1ccc(Cl)cc1C1(c2ccccc2F)SCCCS1. RXN SMILES: [C:1]([BH3-:2])#[N:3].[Cl:32][CH:33]([Cl:34])[Cl:35].[NH2:5][CH2:6][c:7]1[cH:8][n:9][c:10]([CH3:31])[n:11]1-[c:12]1[c:13]([C:19]2([c:24]3[c:25]([F:30])[cH:26][cH:27][cH:28][cH:29]3)[S:20][CH2:21][CH2:22][S:23]2)[cH:14][c:15]([Cl:18])[cH:16][cH:17]1.[Na+:4]>>[CH2:1]1[CH2:22][CH2:21][S:20][C:19]([c:13]2[c:12](-[n:11]3[c:7]([CH2:6][NH2:5])[cH:8][n:9][c:10]3[CH3:31])[cH:17][cH:16][c:15]([Cl:18])[cH:14]2)([c:24]2[c:25]([F:30])[cH:26][cH:27][cH:28][cH:29]2)[S:23]1.